From a dataset of the Open Reaction Database (ORD), a public repository of structured organic reaction records. describe an organic reaction: reactants, conditions, products, and yield Reactants: ClC1=NC(=CC(=N1)NC=1C=NC(=CC1)OC)N1CCOCC1 (2-chloro-N-(6-methoxypyridin-3-yl)-6-morpholinopyrimidin-4-amine), COC1=NC(=NC=C1B1OC(C(O1)(C)C)(C)C)N (4-methoxy-5-(4,4,5,5-tetramethyl(1,3,2-dioxaborolan-2-yl))pyrimidine-2-ylamine). The product is COC1=NC(=NC=C1C1=NC(=CC(=N1)NC=1C=NC(=CC1)OC)N1CCOCC1)N (4′-methoxy-N4-(6-methoxypyridin-3-yl)-6-morpholino-2,5′-bipyrimidine-2′,4-diamine). As a reaction SMILES: Cl[C:2]1[N:7]=[C:6]([NH:8][C:9]2[CH:10]=[N:11][C:12]([O:15][CH3:16])=[CH:13][CH:14]=2)[CH:5]=[C:4]([N:17]2[CH2:22][CH2:21][O:20][CH2:19][CH2:18]2)[N:3]=1.[CH3:23][O:24][C:25]1[C:30](B2OC(C)(C)C(C)(C)O2)=[CH:29][N:28]=[C:27]([NH2:40])[N:26]=1>>[CH3:23][O:24][C:25]1[C:30]([C:2]2[N:7]=[C:6]([NH:8][C:9]3[CH:10]=[N:11][C:12]([O:15][CH3:16])=[CH:13][CH:14]=3)[CH:5]=[C:4]([N:17]3[CH2:22][CH2:21][O:20][CH2:19][CH2:18]3)[N:3]=2)=[CH:29][N:28]=[C:27]([NH2:40])[N:26]=1. Reported procedure: According to Example 1, the reaction of 2-chloro-N-(6-methoxypyridin-3-yl)-6-morpholinopyrimidin-4-amine (40 mg, 0.124 mmol) with 4-methoxy-5-(4,4,5,5-tetramethyl(1,3,2-dioxaborolan-2-yl))pyrimidine-2-ylamine (94 mg, 0.372 mmol) gave 4′-methoxy-N4-(6-methoxypyridin-3-yl)-6-morpholino-2,5′-bipyrimidine-2′,4-diamine. A mixture of crude 4′-methoxy-N4-(6-methoxypyridin-3-yl)-6-morpholino-2,5′-bipyrimidine-2′,4-diamine and morpholine (0.108 mL, 1.24 mmol) in N-methylpyrrolidinone (2 mL) was heated un... The reactants are ClC1=C(C=C2CCNC2=C1)[N+](=O)[O-] (6-chloro-5-nitro-indoline), ClC1=NC=NC2=CC(=C(C=C12)OC)OC (4-chloro-6,7-dimethoxy-quinazoline). Run in CN1C(CCC1)=O (N-methyl-pyrrolidinone). The product is ClC1=C(C=C2CCN(C2=C1)C1=NC=NC2=CC(=C(C=C12)OC)OC)[N+](=O)[O-] (4-(6-Chloro-5-nitro-2,3-dihydro-indol-1-yl)-6,7-dimethoxy-quinazoline). The yield is 24.0%. Reaction SMILES: [Cl:1][C:2]1[CH:10]=[C:9]2[C:5]([CH2:6][CH2:7][NH:8]2)=[CH:4][C:3]=1[N+:11]([O-:13])=[O:12].Cl[C:15]1[C:24]2[C:19](=[CH:20][C:21]([O:27][CH3:28])=[C:22]([O:25][CH3:26])[CH:23]=2)[N:18]=[CH:17][N:16]=1>CN1CCCC1=O>[Cl:1][C:2]1[CH:10]=[C:9]2[C:5]([CH2:6][CH2:7][N:8]2[C:15]2[C:24]3[C:19](=[CH:20][C:21]([O:27][CH3:28])=[C:22]([O:25][CH3:26])[CH:23]=3)[N:18]=[CH:17][N:16]=2)=[CH:4][C:3]=1[N+:11]([O-:13])=[O:12]. Procedure details: Utilizing a procedure analogous to that described in Example 47 this product was prepared in 24% yield from 6-chloro-5-nitro-indoline (1.1 eq.), and 4-chloro-6,7-dimethoxy-quinazoline (1.0 eq) in N-methyl-pyrrolidinone. (M.P. 276°-278° C.; LC-MS: 387 (MH+); anal. RP18-HPLC RT: 4.48 min.). The reactants are C1CCOC1, O=S(=O)(Cl)c1cccc(Cl)c1Cl, Nc1ccc([N+](=O)[O-])cc1F, [H-], [Na+]. Product: O=[N+]([O-])c1ccc(NS(=O)(=O)c2cccc(Cl)c2Cl)c(F)c1. RXN SMILES: [CH2:26]1[O:27][CH2:28][CH2:29][CH2:30]1.[Cl:14][c:15]1[c:16]([S:22](=[O:23])(=[O:24])[Cl:25])[cH:17][cH:18][cH:19][c:20]1[Cl:21].[F:3][c:4]1[c:5]([NH2:13])[cH:6][cH:7][c:8]([N+:10](=[O:11])[O-:12])[cH:9]1.[H-:2].[Na+:1]>>[F:3][c:4]1[c:5]([NH:13][S:22]([c:16]2[c:15]([Cl:14])[c:20]([Cl:21])[cH:19][cH:18][cH:17]2)(=[O:23])=[O:24])[cH:6][cH:7][c:8]([N+:10](=[O:11])[O-:12])[cH:9]1.